Dataset: the Open Reaction Database (ORD), a public repository of structured organic reaction records. Task: describe an organic reaction: reactants, conditions, products, and yield The reactants are CC(=O)c1cc(C)c2c(c1C)C(=O)C(C)(C)CS2(=O)=O, [O-]Cl, [Na+], C1COCCO1, O. Yields the product Cc1cc(C(=O)O)c(C)c2c1S(=O)(=O)CC(C)(C)C2=O. As a reaction SMILES: [C:4]([CH3:5])(=[O:6])[c:7]1[c:8]([CH3:23])[c:9]2[c:14]([c:15]([CH3:17])[cH:16]1)[S:13](=[O:18])(=[O:19])[CH2:12][C:11]([CH3:20])([CH3:21])[C:10]2=[O:22].[Cl:1][O-:2].[Na+:3].[O:24]1[CH2:25][CH2:26][O:27][CH2:28][CH2:29]1.[OH2:30]>>[O:2]=[C:4]([OH:6])[c:7]1[c:8]([CH3:23])[c:9]2[c:14]([c:15]([CH3:17])[cH:16]1)[S:13](=[O:18])(=[O:19])[CH2:12][C:11]([CH3:20])([CH3:21])[C:10]2=[O:22]. Reactants: 4-methyl-3-(3-oxobutyl)-maleic acid anhydride, C(C1=CC=CC=C1)(=O)[O-].[NH2+]1CCCC1 (pyrrolidinium benzoate), C1=CC=CC=C1 (benzene), O (water). The product is CC1C(OC2=C1C=CC(=C2)N2CCCC2)=O (3-methyl-6-(pyrrolidin-1-yl)-benzofuran-2(3H)-one). RXN SMILES: [C:1]([O-:9])(=[O:8])[C:2]1C=CC=C[CH:3]=1.[NH2+:10]1[CH2:14][CH2:13][CH2:12][CH2:11]1.O.[CH:16]1[CH:21]=[CH:20][CH:19]=[CH:18][CH:17]=1>>[CH3:3][CH:2]1[C:17]2[CH:18]=[CH:19][C:20]([N:10]3[CH2:14][CH2:13][CH2:12][CH2:11]3)=[CH:21][C:16]=2[O:9][C:1]1=[O:8] |f:0.1|. Reported procedure: A mixture of 18.2 g (0.1 mole) of 4-methyl-3-(3-oxobutyl)-maleic acid anhydride and 20.3 g (0.105 mole) of pyrrolidinium benzoate in 400 ml of benzene is heated under reflux for 24 hours using a water separator. The benzene is then removed in vacuo and the residue that remains is partitioned between methylene chloride and saturated sodium bicarbonate solution. The crude product remaining after drying and after removal of the methylene chloride is chromatographed over silica gel with petroleum et... The reactants are FC1=CC=C(C=C1)C(C=C)O (1-(4-fluorophenyl)allyl alcohol), Cl (hydrogen chloride). Solvent: C(Cl)Cl (methylene chloride). Run at time 1 hour. The product is FC1=CC=C(C=C1)C=CCCl (3-(4-Fluorophenyl)allyl chloride). Isolated yield 96.0%. As a reaction SMILES: [F:1][C:2]1[CH:7]=[CH:6][C:5]([CH:8](O)[CH:9]=[CH2:10])=[CH:4][CH:3]=1.[ClH:12]>C(Cl)Cl>[F:1][C:2]1[CH:7]=[CH:6][C:5]([CH:8]=[CH:9][CH2:10][Cl:12])=[CH:4][CH:3]=1. Procedure: 273.6 g (1.798 mol) of 1-(4-fluorophenyl)allyl alcohol were dissolved with stirring in 2,000 ml of methylene chloride. Subsequently, 101.0 g (2,770 mol) of hydrogen chloride were passed in over the course of 3 h, during which the temperature rose to 37° C. The mixture was then stirred for 1 h. After washing with 600 ml of ice-cold water and a mixture of 150 ml of saturated brine and 150 ml of water, the organic phase was dried over sodium sulfate and concentrated. 294.6 g (98%) of a brown oil we... RXN SMILES: Cl[CH2:2][CH2:3][C:4]1[C:9](=[O:10])[N:8]2[CH:11]=[CH:12][CH:13]=[CH:14][C:7]2=[N:6][C:5]=1[CH3:15].[F:16][C:17]1[CH:30]=[CH:29][CH:28]=[CH:27][C:18]=1[C:19]([N:21]1[CH2:26][CH2:25][NH:24][CH2:23][CH2:22]1)=O.[C:31]1([NH:37][NH2:38])[CH:36]=[CH:35][CH:34]=[CH:33][CH:32]=1.C(=O)([O-])[O-].[Na+].[Na+].[I-].[K+]>CC(C)CC(=O)C>[F:16][C:17]1[CH:30]=[CH:29][CH:28]=[CH:27][C:18]=1[C:19](=[N:38][NH:37][C:31]1[CH:36]=[CH:35][CH:34]=[CH:33][CH:32]=1)[N:21]1[CH2:26][CH2:25][N:24]([CH2:2][CH2:3][C:4]2[C:9](=[O:10])[N:8]3[CH:11]=[CH:12][CH:13]=[CH:14][C:7]3=[N:6][C:5]=2[CH3:15])[CH2:23][CH2:22]1 |f:3.4.5,6.7|. Starting materials: ClCCC1=C(N=C2N(C1=O)C=CC=C2)C (3-(2-chloroethyl)-2-methyl-4H-pyrido-[1,2-a]pyrimidin-4-one), FC1=C(C(=O)N2CCNCC2)C=CC=C1 (1-(2-fluorobenzoyl)piperazine), C1(=CC=CC=C1)NN (2-phenylhydrazine), C([O-])([O-])=O.[Na+].[Na+] (sodium carbonate), [I-].[K+] (potassium iodide). Reported procedure: A mixture of 4.5 parts of 3-(2-chloroethyl)-2-methyl-4H-pyrido-[1,2-a]pyrimidin-4-one, 6 parts of 1-(2-fluorobenzoyl)piperazine, 2-phenylhydrazine, 5.04 parts of sodium carbonate, 0.1 parts of potassium iodide and 120 parts of 4-methyl-2-pentanone was stirred overnight at reflux temperature. The inorganic salts were filtered off and the filtrate was evaporated. The residue was purified by column chromatography over silica gel using a mixture of trichloromethane and methanol (95:5 by volume) as e... Conditions: time 8 hour. The solvent is CC(CC(C)=O)C (4-methyl-2-pentanone). Yields the product FC1=C(C=CC=C1)C(N1CCN(CC1)CCC1=C(N=C2N(C1=O)C=CC=C2)C)=NNC2=CC=CC=C2 (3-[2-[4-[(2-fluorophenyl)(2-phenylhydrazono)methyl]-1-piperazinyl]ethyl]-2-methyl-4H-pyrido[1,2-a]pyrimidin-4-one). Starting materials: CO, CN1CCCC(Oc2cccc(C#N)c2)C1, N. Yields the product CN1CCCC(Oc2cccc(CN)c2)C1. Reaction SMILES: [CH3:18][OH:19].[CH3:1][N:2]1[CH2:3][CH:4]([O:8][c:9]2[cH:10][c:11]([C:12]#[N:13])[cH:14][cH:15][cH:16]2)[CH2:5][CH2:6][CH2:7]1.[NH3:17]>>[CH3:1][N:2]1[CH2:3][CH:4]([O:8][c:9]2[cH:10][c:11]([CH2:12][NH2:13])[cH:14][cH:15][cH:16]2)[CH2:5][CH2:6][CH2:7]1. The reactants are OC1=C(C=CC=C1)C1=CC=CC(=N1)N1N=CC(=C1C(F)(F)F)C(=O)OCC (Ethyl 1-[6-(2-hydroxylphenyl)pyridine-2-yl]-5-trifluoromethyl-1H-pyrazole-4-carboxylate), BrC1=CC=C(CBr)C=C1 (4-bromobenzyl bromide), C([O-])([O-])=O.[Cs+].[Cs+] (cesium carbonate), [NH4+].[Cl-] (NH4Cl). Run in CN(C)C=O (DMF). Conditions: time 1.5 hour. Product: BrC1=CC=C(COC2=C(C=CC=C2)C2=CC=CC(=N2)N2N=CC(=C2C(F)(F)F)C(=O)OCC)C=C1 (Ethyl 1-(6-{2-[(4-bromobenzyl)oxy]phenyl}pyridin-2-yl)-5-(trifluoromethyl)-1H-pyrazole-4-carboxylate). As a reaction SMILES: [OH:1][C:2]1[CH:7]=[CH:6][CH:5]=[CH:4][C:3]=1[C:8]1[N:13]=[C:12]([N:14]2[C:18]([C:19]([F:22])([F:21])[F:20])=[C:17]([C:23]([O:25][CH2:26][CH3:27])=[O:24])[CH:16]=[N:15]2)[CH:11]=[CH:10][CH:9]=1.[Br:28][C:29]1[CH:36]=[CH:35][C:32]([CH2:33]Br)=[CH:31][CH:30]=1.C(=O)([O-])[O-].[Cs+].[Cs+].[NH4+].[Cl-]>CN(C=O)C>[Br:28][C:29]1[CH:36]=[CH:35][C:32]([CH2:33][O:1][C:2]2[CH:7]=[CH:6][CH:5]=[CH:4][C:3]=2[C:8]2[N:13]=[C:12]([N:14]3[C:18]([C:19]([F:22])([F:21])[F:20])=[C:17]([C:23]([O:25][CH2:26][CH3:27])=[O:24])[CH:16]=[N:15]3)[CH:11]=[CH:10][CH:9]=2)=[CH:31][CH:30]=1 |f:2.3.4,5.6|. Procedure details: To a solution of the title compound from Example 1 Step B (682 mg, 1.81 mmol) in DMF (10 mL) were added 4-bromobenzyl bromide (678 mg, 2.71 mmol) and cesium carbonate (1.77 g, 5.42 mmol). After 1.5 h, the reaction mixture was poured into sat. aq. NH4Cl and extracted with EtOAc. The organic phase was separated, dried over sodium sulfate, filtered, and concentrated in vacuo. Purification by flash chromatography on silica gel (0 to 25% EtOAc in hexanes, then 25 to 100% EtOAc in hexanes) provided th...